From a dataset of the Open Reaction Database (ORD), a public repository of structured organic reaction records. describe an organic reaction: reactants, conditions, products, and yield Starting materials: COC(=O)c1ccc(C=CC2CCOCC2)cc1, CO, [H][H]. Product: COC(=O)c1ccc(CCC2CCOCC2)cc1. As a reaction SMILES: [CH3:1][O:2][C:3]([c:4]1[cH:5][cH:6][c:7]([CH:10]=[CH:11][CH:12]2[CH2:13][CH2:14][O:15][CH2:16][CH2:17]2)[cH:8][cH:9]1)=[O:18].[CH3:21][OH:22].[H:19][H:20]>>[CH3:1][O:2][C:3]([c:4]1[cH:5][cH:6][c:7]([CH2:10][CH2:11][CH:12]2[CH2:13][CH2:14][O:15][CH2:16][CH2:17]2)[cH:8][cH:9]1)=[O:18]. The reactants are [Br-].C(C(=O)C1=CC=CC=C1)[S+]1CCCC1 (phenacyltetrahydrothiophenium bromide), FC(C(C(C(C(C(C(C(F)(F)F)(F)F)(F)F)(F)F)(F)F)(F)F)(F)F)(S(=O)(=O)O)F (perfluorooctanesulfonic acid). Product: FC(C(C(C(C(C(C(C(F)(F)F)(F)F)(F)F)(F)F)(F)F)(F)F)(F)F)(S(=O)(=O)[O-])F.C(C(=O)C1=CC=CC=C1)[S+]1CCCC1 (Phenacyltetrahydrothiophenium Perfluorooctanesulfonate). RXN SMILES: [Br-].[CH2:2]([S+:11]1[CH2:15][CH2:14][CH2:13][CH2:12]1)[C:3]([C:5]1[CH:10]=[CH:9][CH:8]=[CH:7][CH:6]=1)=[O:4].[F:16][C:17]([F:44])([S:40]([OH:43])(=[O:42])=[O:41])[C:18]([F:39])([F:38])[C:19]([F:37])([F:36])[C:20]([F:35])([F:34])[C:21]([F:33])([F:32])[C:22]([F:31])([F:30])[C:23]([F:29])([F:28])[C:24]([F:27])([F:26])[F:25]>>[F:44][C:17]([F:16])([S:40]([O-:43])(=[O:42])=[O:41])[C:18]([F:38])([F:39])[C:19]([F:37])([F:36])[C:20]([F:34])([F:35])[C:21]([F:33])([F:32])[C:22]([F:31])([F:30])[C:23]([F:29])([F:28])[C:24]([F:27])([F:26])[F:25].[CH2:2]([S+:11]1[CH2:15][CH2:14][CH2:13][CH2:12]1)[C:3]([C:5]1[CH:10]=[CH:9][CH:8]=[CH:7][CH:6]=1)=[O:4] |f:0.1,3.4|. Procedure: Compound (III-3) was synthesized by salt exchange of phenacyltetrahydrothiophenium bromide with perfluorooctanesulfonic acid in the same manner as above. Reactants: CC(C)(C)c1nnc(N=C=O)s1, CNCCC=O, c1ccccc1. Product: CN(CCC=O)C(=O)Nc1nnc(C(C)(C)C)s1. As a reaction SMILES: [C:1]([CH3:2])([CH3:3])([CH3:4])[c:5]1[n:6][n:7][c:8]([N:10]=[C:11]=[O:12])[s:9]1.[CH3:13][NH:14][CH2:15][CH2:16][CH:17]=[O:18].[cH:19]1[cH:20][cH:21][cH:22][cH:23][cH:24]1>>[C:1]([CH3:2])([CH3:3])([CH3:4])[c:5]1[n:6][n:7][c:8]([NH:10][C:11](=[O:12])[N:14]([CH3:13])[CH2:15][CH2:16][CH:17]=[O:18])[s:9]1.